This data is from the Open Reaction Database (ORD), a public repository of structured organic reaction records. The task is: describe an organic reaction: reactants, conditions, products, and yield The reactants are C[SiH](C)OC(C1OCC2OC2C1O)C(C)(C)C, CO, [N-]=[N+]=[N-], [Na+], O. The product is C[SiH](C)OC(C1OCC(N=[N+]=[N-])C(O)C1O)C(C)(C)C. Reaction SMILES: [C:1]([CH3:2])([CH3:3])([CH3:4])[CH:5]([CH:6]1[O:7][CH2:8][CH:9]2[O:10][CH:11]2[CH:12]1[OH:13])[O:14][SiH:15]([CH3:16])[CH3:17].[CH3:23][OH:24].[N-:19]=[N+:20]=[N-:21].[Na+:22].[OH2:18]>>[C:1]([CH3:2])([CH3:3])([CH3:4])[CH:5]([CH:6]1[O:7][CH2:8][CH:9]([N:19]=[N+:20]=[N-:21])[CH:11]([OH:10])[CH:12]1[OH:13])[O:14][SiH:15]([CH3:16])[CH3:17]. The reactants are O1CCCC1 (tetrahydrofuran), BrC=1C(=CC(=C(C(=O)C(C(=O)OCC)=CN[C@@H](C(C)C)C(O[SiH2]C(C)(C)C)(C)C)C1)OC)OC (ethyl 2-(5-bromo-2,4-dimethoxybenzoyl)-3-((S)-1-(tert-butyldimethyl-silanyloxymethyl)-2-methylpropylamino)acrylate), C1(=CC=CC=C1)C (toluene), C([O-])([O-])=O.[K+].[K+] (potassium carbonate). Reagents/catalysts: [Br-].C(CCC)[P+](CCCC)(CCCC)CCCC (tetra-n-butylphosphoniumbromide). Run in [Cl-].[Na+].O (brine). Reaction conditions: temperature 110 celsius, time 11 hour. Product: BrC=1C=C2C(C(=CN(C2=CC1OC)[C@@H](C(C)C)C(O[SiH2]C(C)(C)C)(C)C)C(=O)OCC)=O (ethyl 6-bromo-1-((S)-1-(tert-butyldimethyl-silanyloxymethyl)-2-methylpropyl)-7-methoxy-4-oxo-1,4-dihydroquinoline-3-carboxylate). RXN SMILES: [Br:1][C:2]1[C:3]([O:33][CH3:34])=[CH:4][C:5](OC)=[C:6]([CH:30]=1)[C:7]([C:9](=[CH:15][NH:16][C@H:17]([C:21]([CH3:29])([CH3:28])[O:22][SiH2:23][C:24]([CH3:27])([CH3:26])[CH3:25])[CH:18]([CH3:20])[CH3:19])[C:10]([O:12][CH2:13][CH3:14])=[O:11])=[O:8].C1(C)C=CC=CC=1.C(=O)([O-])[O-].[K+].[K+].O1CCCC1>[Br-].C([P+](CCCC)(CCCC)CCCC)CCC.[Cl-].[Na+].O>[Br:1][C:2]1[CH:30]=[C:6]2[C:5](=[CH:4][C:3]=1[O:33][CH3:34])[N:16]([C@H:17]([C:21]([CH3:28])([CH3:29])[O:22][SiH2:23][C:24]([CH3:25])([CH3:26])[CH3:27])[CH:18]([CH3:19])[CH3:20])[CH:15]=[C:9]([C:10]([O:12][CH2:13][CH3:14])=[O:11])[C:7]2=[O:8] |f:2.3.4,6.7,8.9.10|. Procedure details: Under a nitrogen atmosphere, ethyl 2-(5-bromo-2,4-dimethoxybenzoyl)-3-((S)-1-(tert-butyldimethyl-silanyloxymethyl)-2-methylpropylamino)acrylate (5.0 g) was added to toluene (30 mL), and potassium carbonate (1.24 g) and tetra-n-butylphosphoniumbromide (1.52 g) were added. After stirring at 110° C. for 11 hr, the completion of the reaction was confirmed by HPLC. After cooling the reaction mixture, tetrahydrofuran (40 mL) and 10% brine (40 mL) were added, and the toluene layer was separated. The to... Reactants: CCC=C(C(F)(F)F)C(F)(F)F, O. Yields the product CCCC(O)(C(F)(F)F)C(F)(F)F. Reaction SMILES: [F:1][C:2]([C:3]([C:4]([F:5])([F:6])[F:7])=[CH:8][CH2:9][CH3:10])([F:11])[F:12].[OH2:13]>>[F:1][C:2]([C:3]([C:4]([F:5])([F:6])[F:7])([CH2:8][CH2:9][CH3:10])[OH:13])([F:11])[F:12]. The reactants are CSc1ccccc1CO, ClCCl, O=[Cr](=O)([O-])Cl, c1cc[nH+]cc1. Yields the product CSc1ccccc1C=O. As a reaction SMILES: [CH3:1][S:2][c:3]1[c:4]([CH2:9][OH:10])[cH:5][cH:6][cH:7][cH:8]1.[Cl:22][CH2:23][Cl:24].[O:11]=[Cr:12]([Cl:13])([O-:14])=[O:15].[nH+:16]1[cH:17][cH:18][cH:19][cH:20][cH:21]1>>[CH3:1][S:2][c:3]1[c:4]([CH:9]=[O:10])[cH:5][cH:6][cH:7][cH:8]1. The solvent is CO (methanol). The yield is 91.1%. Reported procedure: To a flask containing a solution of 45.4 grams (0.21 mole) 25% sodium methoxide in 100 milliliters of methanol were added 81.5 grams (0.5 mole) 3-trifluoromethylphenol and 15.8 grams (0.1 mole) 2-chloronicotinic acid. The reaction mass was heated and the methanol distilled off. The pot temperature was raised to 180° C. and held at that level for one hour. The mixture was then cooled to 100° C. and poured into 500 milliliters ice water. The aqueous mixture was extracted with 3 portions of 200 mil... Reactants: FC(C=1C=C(C=CC1)O)(F)F (3-trifluoromethylphenol), ClC1=C(C(=O)O)C=CC=N1 (2-chloronicotinic acid), C[O-].[Na+] (sodium methoxide). As a reaction SMILES: C[O-].[Na+].[F:4][C:5]([F:14])([F:13])[C:6]1[CH:7]=[C:8]([OH:12])[CH:9]=[CH:10][CH:11]=1.Cl[C:16]1[N:24]=[CH:23][CH:22]=[CH:21][C:17]=1[C:18]([OH:20])=[O:19]>CO>[F:4][C:5]([F:13])([F:14])[C:6]1[CH:7]=[C:8]([CH:9]=[CH:10][CH:11]=1)[O:12][C:16]1[N:24]=[CH:23][CH:22]=[CH:21][C:17]=1[C:18]([OH:20])=[O:19] |f:0.1|. Product: FC(C=1C=C(OC2=C(C(=O)O)C=CC=N2)C=CC1)(F)F (2-(3-trifluoromethylphenoxy)nicotinic acid). Run at temperature 180 celsius, time 1 hour. Starting materials: CS(=O)(=O)OCC1CCOCC1, CC1(C)C(C(=O)c2c[nH]c3c(F)c(F)c(F)c(F)c23)C1(C)C, [H-], [Na+], CN(C)C=O. Yields the product CC1(C)C(C(=O)c2cn(CC3CCOCC3)c3c(F)c(F)c(F)c(F)c23)C1(C)C. RXN SMILES: [CH3:23][S:24]([O:25][CH2:28][CH:29]1[CH2:30][CH2:31][O:32][CH2:33][CH2:34]1)(=[O:26])=[O:27].[F:1][c:2]1[c:3]2[c:4]([C:14](=[O:15])[CH:16]3[C:17]([CH3:21])([CH3:22])[C:18]3([CH3:19])[CH3:20])[cH:5][nH:6][c:7]2[c:8]([F:13])[c:9]([F:12])[c:10]1[F:11].[H-:36].[Na+:35].[O:37]=[CH:38][N:39]([CH3:40])[CH3:41]>>[F:1][c:2]1[c:3]2[c:4]([C:14](=[O:15])[CH:16]3[C:17]([CH3:21])([CH3:22])[C:18]3([CH3:19])[CH3:20])[cH:5][n:6]([CH2:28][CH:29]3[CH2:30][CH2:31][O:32][CH2:33][CH2:34]3)[c:7]2[c:8]([F:13])[c:9]([F:12])[c:10]1[F:11]. As a reaction SMILES: [C:1]([CH3:2])([CH3:3])([CH3:4])[O:5][C:6](=[O:7])[N:8]1[C:9]([CH3:16])([CH3:17])[O:10][CH2:11][CH:12]1[CH2:13][CH2:14][OH:15].[CH2:18]([N:19]([CH:20]([CH3:21])[CH3:22])[CH:23]([CH3:24])[CH3:25])[CH3:26].[CH3:27][S:28]([Cl:29])(=[O:30])=[O:31].[Cl:33][CH2:34][Cl:35].[OH2:32]>>[C:1]([CH3:2])([CH3:3])([CH3:4])[O:5][C:6](=[O:7])[N:8]1[C:9]([CH3:16])([CH3:17])[O:10][CH2:11][CH:12]1[CH2:13][CH2:14][O:15][S:28]([CH3:27])(=[O:30])=[O:31]. Reactants: CC(C)(C)OC(=O)N1C(CCO)COC1(C)C, CCN(C(C)C)C(C)C, CS(=O)(=O)Cl, ClCCl, O. Yields the product CC(C)(C)OC(=O)N1C(CCOS(C)(=O)=O)COC1(C)C. The reactants are C1(CCCC1)CC(C(=O)NC=1SC2=NC(=CC=C2N1)OC)C1=CC=C(C=C1)[N+](=O)[O-] (3-cyclopentyl-N-(5-methoxy-thiazolo[5,4-b]pyridin-2-yl)-2-(4-nitro-phenyl)-propionamide). Reagents/catalysts: [Fe] (iron). Solvent: C(C)O (ethanol), C(C)(=O)O (acetic acid). Yields the product NC1=CC=C(C=C1)C(C(=O)NC=1SC2=NC(=CC=C2N1)OC)CC1CCCC1 (2-(4-amino-phenyl)-3-cyclopentyl-N-(5-methoxy-thiazolo[5,4-b]pyridin-2-yl)-propionamide). As a reaction SMILES: [CH:1]1([CH2:6][CH:7]([C:22]2[CH:27]=[CH:26][C:25]([N+:28]([O-])=O)=[CH:24][CH:23]=2)[C:8]([NH:10][C:11]2[S:12][C:13]3[C:18]([N:19]=2)=[CH:17][CH:16]=[C:15]([O:20][CH3:21])[N:14]=3)=[O:9])[CH2:5][CH2:4][CH2:3][CH2:2]1>C(O)C.C(O)(=O)C.[Fe]>[NH2:28][C:25]1[CH:26]=[CH:27][C:22]([CH:7]([CH2:6][CH:1]2[CH2:2][CH2:3][CH2:4][CH2:5]2)[C:8]([NH:10][C:11]2[S:12][C:13]3[C:18]([N:19]=2)=[CH:17][CH:16]=[C:15]([O:20][CH3:21])[N:14]=3)=[O:9])=[CH:23][CH:24]=1. Procedure: The title C compound, 3-cyclopentyl-N-(5-methoxy-thiazolo[5,4-b]pyridin-2-yl)-2-(4-nitro-phenyl)-propionamide (12 g, 28.2 mmol) is diluted with 160 mL of ethanol and 150 mL acetic acid. 8 g of iron powder (325 mesh, 0.14 mol) is added and the mixture heated to reflux. Once reflux begins the mixture is stirred vigorously and then heating is discontinued and the mixture is allowed to cool slowly. The solvents are removed and the residue is treated with 250 mL of water. Saturated sodium bicarbonate... The reactants are [N+](=O)([O-])C=1N=C2OCC(CN2C1)N (2-nitro-6,7-dihydro-5H-imidazo[2,1-b][1,3]oxazine-6-amine), FC(OC1=CC=C(OC2CCN(CC2)CCOCCC(=O)Cl)C=C1)(F)F (3-(2-(4-(4-(trifluoromethoxy)phenoxy)piperidin-1-yl)ethoxy) propionyl chloride). The product is FC(OC1=CC=C(OC2CCN(CC2)CCOCCC(=O)N[C@H]2CN3C(OC2)=NC(=C3)[N+](=O)[O-])C=C1)(F)F (3-(2-(4-(4-(trifluoromethoxy)phenoxy)piperidin-1-yl)ethoxy)-N—((S)-6,7-dihydro-2-nitro-5H-imidazo[2,1-b][1,3]oxazin-6-yl) propanamide). The yield is 38.0%. Reaction SMILES: [N+:1]([C:4]1[N:5]=[C:6]2[N:11]([CH:12]=1)[CH2:10][CH:9]([NH2:13])[CH2:8][O:7]2)([O-:3])=[O:2].[F:14][C:15]([F:39])([F:38])[O:16][C:17]1[CH:37]=[CH:36][C:20]([O:21][CH:22]2[CH2:27][CH2:26][N:25]([CH2:28][CH2:29][O:30][CH2:31][CH2:32][C:33](Cl)=[O:34])[CH2:24][CH2:23]2)=[CH:19][CH:18]=1>>[F:39][C:15]([F:14])([F:38])[O:16][C:17]1[CH:18]=[CH:19][C:20]([O:21][CH:22]2[CH2:27][CH2:26][N:25]([CH2:28][CH2:29][O:30][CH2:31][CH2:32][C:33]([NH:13][C@@H:9]3[CH2:8][O:7][C:6]4=[N:5][C:4]([N+:1]([O-:3])=[O:2])=[CH:12][N:11]4[CH2:10]3)=[O:34])[CH2:24][CH2:23]2)=[CH:36][CH:37]=1. Procedure details: Similar to the manipulation of example 22, with (S)-(2-nitro-6,7-dihydro-5H-imidazo[2,1-b][1,3]oxazine-6-amine (110 mg, 0.6 mmol) and 3-(2-(4-(4-(trifluoromethoxy)phenoxy)piperidin-1-yl)ethoxy) propionyl chloride (296 mg, 0.72 mmol) as crude materials, title compound as 124 mg yellow powder was generated and yield was 38%.